From a dataset of the Open Reaction Database (ORD), a public repository of structured organic reaction records. describe an organic reaction: reactants, conditions, products, and yield Reactants: C1CCC2=NCCCN2CC1, CI, CC#N, O=C(O)C(O)(c1ccc(C(F)(F)F)cc1)c1ccc(C(F)(F)F)cc1. Product: COC(=O)C(O)(c1ccc(C(F)(F)F)cc1)c1ccc(C(F)(F)F)cc1. As a reaction SMILES: [CH2:26]1[CH2:27][CH2:28][C:29]2=[N:34][CH2:33][CH2:32][CH2:31][N:30]2[CH2:35][CH2:36]1.[CH3:37][I:38].[CH3:39][C:40]#[N:41].[F:1][C:2]([c:3]1[cH:4][cH:5][c:6]([C:7]([C:8](=[O:9])[OH:10])([OH:11])[c:12]2[cH:13][cH:14][c:15]([C:18]([F:19])([F:20])[F:21])[cH:16][cH:17]2)[cH:22][cH:23]1)([F:24])[F:25]>>[F:1][C:2]([c:3]1[cH:4][cH:5][c:6]([C:7]([C:8](=[O:9])[O:10][CH3:26])([OH:11])[c:12]2[cH:13][cH:14][c:15]([C:18]([F:19])([F:20])[F:21])[cH:16][cH:17]2)[cH:22][cH:23]1)([F:24])[F:25].